Dataset: the Open Reaction Database (ORD), a public repository of structured organic reaction records. Task: describe an organic reaction: reactants, conditions, products, and yield Starting materials: C(O)([O-])=O.[Na+] (sodium hydrogencarbonate), ClC=1C=C(C(=O)Cl)C=CC1Cl (3,4-dichlorobenzoyl chloride), ClC1=C(C=CC=C1)C1=NC(C=2N(C3=C1C=C(S3)CC)C(=NN2)C)CCC(=O)OCC (Ethyl 3-(4-(2-chlorophenyl)-2-ethyl-9-methyl-6H-thieno[3,2-f] [1,2,4]triazolo[4,3-a] [1,4]diazepin-6-yl)propionate), Cl (hydrochloric acid). Solvent: C(Cl)(Cl)Cl (chloroform). Run at temperature 60 celsius, time 1 hour. The product is ClC1=C(C(=O)C2=C(SC(=C2)CC)N2C(=NN=C2C)C(CCC(=O)OCC)NC(C2=CC(=C(C=C2)Cl)Cl)=O)C=CC=C1 (ethyl 4-(4-(3-(2-chlorobenzoyl)-5-ethylthiophen-2-yl)-5-methyl[1,2,4]triazol-3-yl)-4-(3,4-dichlorobenzoylamino)butanoate). RXN SMILES: [Cl:1][C:2]1[CH:7]=[CH:6][CH:5]=[CH:4][C:3]=1[C:8]1[C:14]2[CH:15]=[C:16]([CH2:18][CH3:19])[S:17][C:13]=2[N:12]2[C:20]([CH3:23])=[N:21][N:22]=[C:11]2[CH:10]([CH2:24][CH2:25][C:26]([O:28][CH2:29][CH3:30])=[O:27])[N:9]=1.Cl.C(=O)([O-])[OH:33].[Na+].[Cl:37][C:38]1[CH:39]=[C:40]([CH:44]=[CH:45][C:46]=1[Cl:47])[C:41](Cl)=[O:42]>C(Cl)(Cl)Cl>[Cl:1][C:2]1[CH:7]=[CH:6][CH:5]=[CH:4][C:3]=1[C:8]([C:14]1[CH:15]=[C:16]([CH2:18][CH3:19])[S:17][C:13]=1[N:12]1[C:20]([CH3:23])=[N:21][N:22]=[C:11]1[CH:10]([NH:9][C:41](=[O:42])[C:40]1[CH:44]=[CH:45][C:46]([Cl:47])=[C:38]([Cl:37])[CH:39]=1)[CH2:24][CH2:25][C:26]([O:28][CH2:29][CH3:30])=[O:27])=[O:33] |f:2.3|. Procedure: Ethyl 3-(4-(2-chlorophenyl)-2-ethyl-9-methyl-6H-thieno[3,2-f] [1,2,4]triazolo[4,3-a] [1,4]diazepin-6-yl)propionate (4.0 g) was added to 2M hydrochloric acid (100 ml), and the mixture was stirred at 60° C. for 1 hour. The reaction mixture was cooled to 0° C. A saturated aqueous sodium hydrogencarbonate solution, chloroform and 3,4-dichlorobenzoyl chloride (2.1 g) were added, and the mixture was stirred for 0.5 hour. The organic layer was taken out, dried over magnesium sulfate and concentrated un... Procedure details: Example 1 was repeated using tetrabromophthalic anhydride with 72 wt % zinc and 20% aqueous NaOH. After one hour at 60° C., 97% phthalic acid was produced. This example shows that the process of this invention is ineffective in selectively removing bromine. The reactants are BrC=1C(=C(C(=C2C1C(=O)OC2=O)Br)Br)Br (tetrabromophthalic anhydride), [OH-].[Na+] (NaOH). Yield: 97.0%. The reagents and catalysts are [Zn] (zinc). Run at time 1 hour. RXN SMILES: Br[C:2]1[C:3](Br)=[C:4](Br)[C:5](Br)=[C:6]2[C:11](=[O:12])[O:10][C:8](=[O:9])[C:7]=12.[OH-:16].[Na+]>[Zn]>[C:8]([OH:16])(=[O:9])[C:7]1[C:6](=[CH:5][CH:4]=[CH:3][CH:2]=1)[C:11]([OH:10])=[O:12] |f:1.2|. Product: C(C=1C(C(=O)O)=CC=CC1)(=O)O (phthalic acid). Reactants: CC(C)O, [Na+], [OH-], CC(C)(C#N)c1nnc2ccc(OCCCN3CCC(OC(c4ccccc4)c4ccccc4)CC3)nn12. The product is CC(C)(C(N)=O)c1nnc2ccc(OCCCN3CCC(OC(c4ccccc4)c4ccccc4)CC3)nn12. RXN SMILES: [CH3:41][CH:42]([OH:43])[CH3:44].[Na+:40].[OH-:39].[c:1]1([CH:7]([O:8][CH:9]2[CH2:10][CH2:11][N:12]([CH2:15][CH2:16][CH2:17][O:18][c:19]3[cH:20][cH:21][c:22]4[n:23]([n:24]3)[c:25]([C:28]([C:29]#[N:30])([CH3:31])[CH3:32])[n:26][n:27]4)[CH2:13][CH2:14]2)[c:33]2[cH:34][cH:35][cH:36][cH:37][cH:38]2)[cH:2][cH:3][cH:4][cH:5][cH:6]1>>[c:1]1([CH:7]([O:8][CH:9]2[CH2:10][CH2:11][N:12]([CH2:15][CH2:16][CH2:17][O:18][c:19]3[cH:20][cH:21][c:22]4[n:23]([n:24]3)[c:25]([C:28]([C:29]([NH2:30])=[O:39])([CH3:31])[CH3:32])[n:26][n:27]4)[CH2:13][CH2:14]2)[c:33]2[cH:34][cH:35][cH:36][cH:37][cH:38]2)[cH:2][cH:3][cH:4][cH:5][cH:6]1.